describe an organic reaction: reactants, conditions, products, and yield From a dataset of the Open Reaction Database (ORD), a public repository of structured organic reaction records. The reactants are FC(C(=O)O)(F)F (Trifluoroacetic acid), C(C)(C)(C)OC(=O)N1C[C@@H](CC1)NC1=C(C(=O)NCC2=CC(=C(C=C2)OC)OC)C=C(C=C1)C#N ((R)-2-[1-(tert-butoxycarbonyl)pyrrolidin-3-ylamino]-5-cyano-N-(3,4-dimethoxybenzyl)benzamide). The solvent is C(Cl)(Cl)Cl (chloroform). Reaction conditions: time 4 hour. Yields the product C(#N)C=1C=CC(=C(C(=O)NCC2=CC(=C(C=C2)OC)OC)C1)N[C@H]1CNCC1 ((R)-5-cyano-N-(3,4-dimethoxybenzyl)-2-(3-pyrrolidinylamino)benzamide). The yield is 83.9%. RXN SMILES: FC(F)(F)C(O)=O.C(OC([N:15]1[CH2:19][CH2:18][C@@H:17]([NH:20][C:21]2[CH:40]=[CH:39][C:38]([C:41]#[N:42])=[CH:37][C:22]=2[C:23]([NH:25][CH2:26][C:27]2[CH:32]=[CH:31][C:30]([O:33][CH3:34])=[C:29]([O:35][CH3:36])[CH:28]=2)=[O:24])[CH2:16]1)=O)(C)(C)C>C(Cl)(Cl)Cl>[C:41]([C:38]1[CH:39]=[CH:40][C:21]([NH:20][C@@H:17]2[CH2:18][CH2:19][NH:15][CH2:16]2)=[C:22]([CH:37]=1)[C:23]([NH:25][CH2:26][C:27]1[CH:32]=[CH:31][C:30]([O:33][CH3:34])=[C:29]([O:35][CH3:36])[CH:28]=1)=[O:24])#[N:42]. Reported procedure: Trifluoroacetic acid (5 mL) was added to a solution of (R)-2-[1-(tert-butoxycarbonyl)pyrrolidin-3-ylamino]-5-cyano-N-(3,4-dimethoxybenzyl)benzamide (918 mg) in chloroform (5 mL). The mixture was stirred for 4 hours at ambient temperature and concentrated in vacuo. The residue was partitioned between chloroform and an aqueous saturated sodium bicarbonate solution. The organic layer was dried over magnesium sulfate and concentrated in vacuo to give (R)-5-cyano-N-(3,4-dimethoxybenzyl)-2-(3-pyrrolid... The reactants are C1(=CC=CC=C1)O (phenol), [OH-].[Na+] (NaOH), Cl.ClCCCN(CCCC)CCCC (N-(3-chloropropyl)-N,N-dibutylamine hydrochloride). Solvent: O (water). Yields the product C(CCC)N(CCCOC1=CC=CC=C1)CCCC (N,N-dibutyl-N-(3-phenoxypropyl)amine). The yield is 91.4%. Reaction SMILES: [C:1]1([OH:7])[CH:6]=[CH:5][CH:4]=[CH:3][CH:2]=1.[OH-].[Na+].Cl.Cl[CH2:12][CH2:13][CH2:14][N:15]([CH2:20][CH2:21][CH2:22][CH3:23])[CH2:16][CH2:17][CH2:18][CH3:19]>O>[CH2:20]([N:15]([CH2:16][CH2:17][CH2:18][CH3:19])[CH2:14][CH2:13][CH2:12][O:7][C:1]1[CH:6]=[CH:5][CH:4]=[CH:3][CH:2]=1)[CH2:21][CH2:22][CH3:23] |f:1.2,3.4|. Procedure: The process is performed in the same manner as previously (Example 13), starting with 138 g (1.466 mol; 1.15 eq.) of phenol, 109.5 g (2.738 mol; 2.15 eq.) of NaOH, 530 ml of distilled water and 308.9 g (1.275 mol; 1 eq.) of N-(3-chloropropyl)-N,N-dibutylamine hydrochloride. The mixture is refluxed for 16 hours. The oil formed is separated out by settling and washed with 500 ml of water and then diluted with 500 ml of MTBE and washed with 500 ml of 2% HCl. The MTBE phase is concentrated under vac... Yield: 91.0%. Reaction conditions: temperature 60 celsius, time 3 hour. Reagents/catalysts: [Pd] (Pd/C). Product: C1(=CC=CC=C1)OC(NC1=CC(=CC=C1)CNC(=O)O[C@@H]1COCC1)=O ({3-[((S)-tetrahydro-furan-3-yloxycarbonylamino)-methyl]-phenyl}-carbamic acid phenyl ester). Procedure details: A mixture of 2c (50 g, 1.00 equivalent), 5% Pd/C (0.75 g, 50% water, 0.75 wt %) and isopropyl acetate (400 ml, 8 volumes) was added to a hydrogenation vessel under nitrogen and heated to 60° C. The vessel was pressurized with hydrogen (1.00 bar overpressure) and the mixture stirred at 60° C. The reaction was complete within 3 hours. The pressure was released and the vessel purged with nitrogen. The mixture was filtered through a pad of Celite® and then the hydrogenation vessel and pad were rinse... Reactants: [N+](=O)([O-])C=1C=C(CNC(O[C@@H]2COCC2)=O)C=CC1 ((S)-tetrahydrofuran-3-yl 3-nitrobenzylcarbamate), C(C)(=O)OC(C)C (isopropyl acetate), S(=O)(=O)([O-])[O-].[Na+].[Na+] (sodium sulfate), ClC(=O)OC1=CC=CC=C1 (Phenyl chloroformate), [H][H] (hydrogen). RXN SMILES: [N+:1]([C:4]1[CH:5]=[C:6]([CH:17]=[CH:18][CH:19]=1)[CH2:7][NH:8][C:9](=[O:16])[O:10][C@H:11]1[CH2:15][CH2:14][O:13][CH2:12]1)([O-])=O.C(OC(C)C)(=O)C.[H][H].S([O-])([O-])(=O)=O.[Na+].[Na+].Cl[C:37]([O:39][C:40]1[CH:45]=[CH:44][CH:43]=[CH:42][CH:41]=1)=[O:38]>O.[Pd]>[C:40]1([O:39][C:37](=[O:38])[NH:1][C:4]2[CH:19]=[CH:18][CH:17]=[C:6]([CH2:7][NH:8][C:9]([O:10][C@H:11]3[CH2:15][CH2:14][O:13][CH2:12]3)=[O:16])[CH:5]=2)[CH:45]=[CH:44][CH:43]=[CH:42][CH:41]=1 |f:3.4.5|. Solvent: O (water). Starting materials: CC(=O)O[BH-](OC(C)=O)OC(C)=O, CC(=O)O, ClCCCl, [Na+], [Na+], [Na+], O=C([O-])[O-], O, O=CCC(c1ccccn1)c1ccccn1, c1cc(N2CCNCC2)c2cc[nH]c2c1. Product: c1ccc(C(CCN2CCN(c3cccc4[nH]ccc34)CC2)c2ccccn2)nc1. RXN SMILES: [C:36]([O:37][BH-:38]([O:39][C:40](=[O:41])[CH3:42])[O:43][C:44](=[O:45])[CH3:46])(=[O:47])[CH3:48].[CH3:32][C:33](=[O:34])[OH:35].[Cl:57][CH2:58][CH2:59][Cl:60].[Na+:49].[Na+:51].[Na+:52].[O-:53][C:54](=[O:55])[O-:56].[OH2:50].[n:1]1[c:2]([CH:7]([CH2:8][CH:9]=[O:10])[c:11]2[n:12][cH:13][cH:14][cH:15][cH:16]2)[cH:3][cH:4][cH:5][cH:6]1.[nH:17]1[cH:18][cH:19][c:20]2[c:21]([N:26]3[CH2:27][CH2:28][NH:29][CH2:30][CH2:31]3)[cH:22][cH:23][cH:24][c:25]12>>[n:1]1[c:2]([CH:7]([CH2:8][CH2:9][N:29]2[CH2:28][CH2:27][N:26]([c:21]3[c:20]4[cH:19][cH:18][nH:17][c:25]4[cH:24][cH:23][cH:22]3)[CH2:31][CH2:30]2)[c:11]2[n:12][cH:13][cH:14][cH:15][cH:16]2)[cH:3][cH:4][cH:5][cH:6]1. The reactants are CI (methyl iodide), C(C)(C)(C)C=1C=CC(=C(C#N)C1)O (5-tert-Butyl-2-hydroxybenzonitrile), [Na] (sodium), CI (methyl iodide). The solvent is C(C)O (ethanol). Product: C(C)(C)(C)C=1C=CC(=C(C#N)C1)OC (5-tert-butyl-2-methoxybenzonitrile). Reaction SMILES: [C:1]([C:5]1[CH:6]=[CH:7][C:8]([OH:13])=[C:9]([CH:12]=1)[C:10]#[N:11])([CH3:4])([CH3:3])[CH3:2].[Na].[CH3:15]I>C(O)C>[C:1]([C:5]1[CH:6]=[CH:7][C:8]([O:13][CH3:15])=[C:9]([CH:12]=1)[C:10]#[N:11])([CH3:4])([CH3:2])[CH3:3] |^1:13|. Procedure details: 5-tert-Butyl-2-hydroxybenzonitrile (50 g; prepared as described by F. B. Dains and I. R. Rothrock, J. Amer. Chem., 1894 16, 635) was added to a solution of sodium (7.43 g.) in anhydrous ethanol (150 ml.), followed by methyl iodide (50 ml.). The mixture was refluxed for 3 hours, during which time a further quantity of methyl iodide (20 ml.) was added in portions. The mixture was evaporated in vacuo, and the residue treated with water (500 ml.). The oil obtained was extracted with diethyl ether, a... Starting materials: C(C)OC(=O)C1CCN(CC1)C(=O)OC(C)(C)C (1-tert-butoxycarbonylpiperidine-4-carboxylic acid ethyl ester), C(C)(C)[N-]C(C)C.[Li+].O1CCCC1 (lithium diisopropylamide tetrahydrofuran), C(C1=CC=CC=C1)OC(=O)N1CC2=CC(=CC=C2CC1)OCCl (7-chloromethoxy-1,2,3,4-tetrahydroisoquinoline-2-carboxylic acid benzyl ester), [Cl-].[NH4+] (ammonium chloride). Solvent: O1CCCC1 (tetrahydrofuran), O1CCCC1 (tetrahydrofuran), O (water). Run at time 50 minute. The product is C(C1=CC=CC=C1)OC(=O)N1CC2=CC(=CC=C2CC1)OCC1(CCN(CC1)C(=O)OC(C)(C)C)C(=O)OCC (7-(1-tert-Butoxycarbonyl-4-ethoxycarbonylpiperidin-4-ylmethoxy)-1,2,3,4-tetrahydroisoquinoline-2-carboxylic Acid Benzyl Ester). Isolated yield 47.9%. Reaction SMILES: [CH2:1]([O:3][C:4]([CH:6]1[CH2:11][CH2:10][N:9]([C:12]([O:14][C:15]([CH3:18])([CH3:17])[CH3:16])=[O:13])[CH2:8][CH2:7]1)=[O:5])[CH3:2].C([N-]C(C)C)(C)C.[Li+].O1CCCC1.[CH2:32]([O:39][C:40]([N:42]1[CH2:51][CH2:50][C:49]2[C:44](=[CH:45][C:46]([O:52][CH2:53]Cl)=[CH:47][CH:48]=2)[CH2:43]1)=[O:41])[C:33]1[CH:38]=[CH:37][CH:36]=[CH:35][CH:34]=1.[Cl-].[NH4+]>O1CCCC1.O>[CH2:32]([O:39][C:40]([N:42]1[CH2:51][CH2:50][C:49]2[C:44](=[CH:45][C:46]([O:52][CH2:53][C:6]3([C:4]([O:3][CH2:1][CH3:2])=[O:5])[CH2:11][CH2:10][N:9]([C:12]([O:14][C:15]([CH3:17])([CH3:16])[CH3:18])=[O:13])[CH2:8][CH2:7]3)=[CH:47][CH:48]=2)[CH2:43]1)=[O:41])[C:33]1[CH:38]=[CH:37][CH:36]=[CH:35][CH:34]=1 |f:1.2.3,5.6|. Procedure: To a solution of 1-tert-butoxycarbonylpiperidine-4-carboxylic acid ethyl ester (300 mg) in tetrahydrofuran (3 ml) was dropwise added a 1.5M lithium diisopropylamide-tetrahydrofuran solution (0.97 ml) at −70° C., and the mixture was stirred at the same temperature for 50 min. Then, a solution of 7-chloromethoxy-1,2,3,4-tetrahydroisoquinoline-2-carboxylic acid benzyl ester (213 mg) in tetrahydrofuran (3 ml) was dropwise added at the same temperature, and the mixture was allowed to warm to room tem... The reactants are Cc1ccc(N(CC(=O)O)S(=O)(=O)c2ccc(C(C)(C)C)cc2)cc1, OCCCNCc1ccccn1. The product is Cc1ccc(N(CC(=O)N(CCCO)Cc2ccccn2)S(=O)(=O)c2ccc(C(C)(C)C)cc2)cc1. Reaction SMILES: [C:1]([CH3:2])([CH3:3])([CH3:4])[c:5]1[cH:6][cH:7][c:8]([S:11](=[O:12])(=[O:13])[N:14]([c:15]2[cH:16][cH:17][c:18]([CH3:21])[cH:19][cH:20]2)[CH2:22][C:23](=[O:24])[OH:25])[cH:9][cH:10]1.[n:26]1[c:27]([CH2:32][NH:33][CH2:34][CH2:35][CH2:36][OH:37])[cH:28][cH:29][cH:30][cH:31]1>>[C:1]([CH3:2])([CH3:3])([CH3:4])[c:5]1[cH:6][cH:7][c:8]([S:11](=[O:12])(=[O:13])[N:14]([c:15]2[cH:16][cH:17][c:18]([CH3:21])[cH:19][cH:20]2)[CH2:22][C:23](=[O:25])[N:33]([CH2:32][c:27]2[n:26][cH:31][cH:30][cH:29][cH:28]2)[CH2:34][CH2:35][CH2:36][OH:37])[cH:9][cH:10]1. Reactants: O=C1NC(NN=C1C(=O)OCC)=S (ethyl 5-oxo-3-thioxo-2,3,4,5-tetrahydro-1,2,4-triazine-6-carboxylate), N (ammonia). Run in C(C)O (ethanol). The product is O=C1NC(NN=C1C(=O)N)=S (5-oxo-3-thioxo-2,3,4,5-tetrahydro-1,2,4-triazine-6-carboxamide). RXN SMILES: [O:1]=[C:2]1[C:7]([C:8](OCC)=[O:9])=[N:6][NH:5][C:4](=[S:13])[NH:3]1.[NH3:14]>C(O)C>[O:1]=[C:2]1[C:7]([C:8]([NH2:14])=[O:9])=[N:6][NH:5][C:4](=[S:13])[NH:3]1. Procedure: In 5 mL of ethanol is dissolved 0.1 g of ethyl 5-oxo-3-thioxo-2,3,4,5-tetrahydro-1,2,4-triazine-6-carboxylate obtained according to the method described in literature (J. Am. Chem. Soc., 1956, 78, 1258-1259). At ambient temperature, gaseous ammonia is introduced into the solution for 30 minutes to saturate the solution with ammonia. After allowing the solution to stand at the same temperature as above for 15 hours, the resulting crystals are collected by filtration. The crystals thus collected a... The reactants are C(C1=CC=CC=C1)N (benzylamine), ClCC(=O)NC(CCCCC)(C)C (2-chloro-N-(1,1-dimethylhexyl)acetamide). Reported procedure: A solution of benzylamine (21.4 g, 0.2 mol) and 2-chloro-N-(1,1-dimethylhexyl)acetamide (20.6 g, 0.1 mol) in benzene (100 ml) was held at room temperature for five days then refluxed for 24 hours.The mixture was filtered and the filtrate was evaporated then distilled under reduced pressure to give 2-benzylamino-N-(1,1-dimethylhexyl)acetamide as a pale yellow oil, b.p. 153°-156° C. at 0.05 mm Hg. RXN SMILES: [CH2:1]([NH2:8])[C:2]1[CH:7]=[CH:6][CH:5]=[CH:4][CH:3]=1.Cl[CH2:10][C:11]([NH:13][C:14]([CH3:21])([CH3:20])[CH2:15][CH2:16][CH2:17][CH2:18][CH3:19])=[O:12]>C1C=CC=CC=1>[CH2:1]([NH:8][CH2:10][C:11]([NH:13][C:14]([CH3:20])([CH3:21])[CH2:15][CH2:16][CH2:17][CH2:18][CH3:19])=[O:12])[C:2]1[CH:7]=[CH:6][CH:5]=[CH:4][CH:3]=1. Solvent: C1=CC=CC=C1 (benzene). Yields the product C(C1=CC=CC=C1)NCC(=O)NC(CCCCC)(C)C (2-benzylamino-N-(1,1-dimethylhexyl)acetamide).